Dataset: the Open Reaction Database (ORD), a public repository of structured organic reaction records. Task: describe an organic reaction: reactants, conditions, products, and yield Yields the product CC1CC1CN1CCN(c2ccccc2C2CC(C)(C)CC(C)(C)C2)CC1. Starting materials: CC(=O)O[BH-](OC(C)=O)OC(C)=O, CC1(C)CC(c2ccccc2N2CCNCC2)CC(C)(C)C1, CC1CC1C=O, CC(=O)O, CCOC(C)=O, [Na+], [Na+], C1CCOC1, O, O=C([O-])O. Reaction SMILES: [C:29]([O:30][BH-:31]([O:32][C:33](=[O:34])[CH3:35])[O:36][C:37](=[O:38])[CH3:39])(=[O:40])[CH3:41].[CH3:1][C:2]1([CH3:22])[CH2:3][CH:4]([c:10]2[c:11]([N:16]3[CH2:17][CH2:18][NH:19][CH2:20][CH2:21]3)[cH:12][cH:13][cH:14][cH:15]2)[CH2:5][C:6]([CH3:8])([CH3:9])[CH2:7]1.[CH3:23][CH:24]1[CH:25]([CH:27]=[O:28])[CH2:26]1.[CH3:43][C:44](=[O:45])[OH:46].[CH3:52][CH2:53][O:54][C:55](=[O:56])[CH3:57].[Na+:42].[Na+:47].[O:59]1[CH2:60][CH2:61][CH2:62][CH2:63]1.[OH2:58].[OH:48][C:49](=[O:50])[O-:51]>>[CH3:1][C:2]1([CH3:22])[CH2:3][CH:4]([c:10]2[c:11]([N:16]3[CH2:17][CH2:18][N:19]([CH2:27][CH:25]4[CH:24]([CH3:23])[CH2:26]4)[CH2:20][CH2:21]3)[cH:12][cH:13][cH:14][cH:15]2)[CH2:5][C:6]([CH3:8])([CH3:9])[CH2:7]1.